Dataset: the Open Reaction Database (ORD), a public repository of structured organic reaction records. Task: describe an organic reaction: reactants, conditions, products, and yield Starting materials: C1=CC=CC=C1 (benzene), ice water, C(CCC)[Li] (n-butyl lithium), CCCCCC (n-hexane), CC(C#C/C=C/CN(C)CC1=CC(=C(C=C1)F)Br)(C)C (trans-N-(6,6-Dimethyl-2-hepten-4-ynyl)-N-methyl-(3-bromo-4-fluorobenzyl)amine), C1=CC=CC=C1 (benzene). Reagents/catalysts: [Br-].C[P+](C1=CC=CC=C1)(C1=CC=CC=C1)C1=CC=CC=C1 (Methyl triphenyl phosphonium bromide). Product: CN(CC1=CC=C(C=C1)C(C)(C1=CC=CC=C1)C)CC1=CC(=CC=C1)C(=C)C (N-Methyl-N-[4-(1-methyl-1-phenylethyl)benzyl]-(3-isopropenylbenzyl)amine). Reaction SMILES: [CH2:1]([Li])[CH2:2][CH2:3]C.C[CH2:7][CH2:8][CH2:9][CH2:10][CH3:11].[CH3:12][C:13]([CH3:31])([CH3:30])[C:14]#[C:15]/[CH:16]=[CH:17]/[CH2:18][N:19]([CH2:21][C:22]1[CH:27]=[CH:26][C:25](F)=[C:24](Br)[CH:23]=1)[CH3:20].[CH:32]1C=CC=C[CH:33]=1>[Br-].C[P+](C1C=CC=CC=1)(C1C=CC=CC=1)C1C=CC=CC=1>[CH3:20][N:19]([CH2:21][C:22]1[CH:27]=[CH:26][CH:25]=[C:24]([C:2]([CH3:1])=[CH2:3])[CH:23]=1)[CH2:18][C:17]1[CH:33]=[CH:32][C:14]([C:13]([CH3:31])([C:30]2[CH:7]=[CH:8][CH:9]=[CH:10][CH:11]=2)[CH3:12])=[CH:15][CH:16]=1 |f:4.5|. Procedure: Methyl triphenyl phosphonium bromide (1.67 g; 4.68 mmol) was added to benzene (20 ml). While the mixture was stirred under nitrogen atmosphere at room temperature, n-butyl lithium in n-hexane (1.63 M: 2.9 ml; 4.73 mmol) was added dropwise. The mixture was stirred for 5 minutes, and Compound 28 (1.16 g; 3.12 mmol) in benzene (5 ml) was added dropwise thereto, followed by stirring overnight at room temperature. Reaction was stopped by pouring the mixture into ice/water, followed by extraction with... Reactants: [OH-].[Na+] (sodium hydroxide), Cl.N1(CCCCC1)CCC1CC2=CC=C(C=C2CC1)OCC1=CC=C(C(=O)OC)C=C1 (methyl 4-[[2-(2-piperidinoethyl)-6-tetralinyl]oxymethyl]benzoate hydrochloride). Run in CO (methanol). Yields the product N1(CCCCC1)CCC1CC2=CC=C(C=C2CC1)OCC1=CC=C(C(=O)O)C=C1 (4-[[2-(2-Piperidinoethyl)-6-tetralinyl]oxymethyl]benzoic acid). Isolated yield 99.0%. Reaction SMILES: [OH-].[Na+].Cl.[N:4]1([CH2:10][CH2:11][CH:12]2[CH2:21][CH2:20][C:19]3[C:14](=[CH:15][CH:16]=[C:17]([O:22][CH2:23][C:24]4[CH:33]=[CH:32][C:27]([C:28]([O:30]C)=[O:29])=[CH:26][CH:25]=4)[CH:18]=3)[CH2:13]2)[CH2:9][CH2:8][CH2:7][CH2:6][CH2:5]1>CO>[N:4]1([CH2:10][CH2:11][CH:12]2[CH2:21][CH2:20][C:19]3[C:14](=[CH:15][CH:16]=[C:17]([O:22][CH2:23][C:24]4[CH:25]=[CH:26][C:27]([C:28]([OH:30])=[O:29])=[CH:32][CH:33]=4)[CH:18]=3)[CH2:13]2)[CH2:9][CH2:8][CH2:7][CH2:6][CH2:5]1 |f:0.1,2.3|. Procedure details: 3N Aqueous sodium hydroxide solution (1.8 ml) was added to methanol solution (20 ml) of methyl 4-[[2-(2-piperidinoethyl)-6-tetralinyl]oxymethyl]benzoate hydrochloride (1.06 g), which was refluxed with heating for 6 hours. After the reaction mixture was concentrated, water was added to the reaction mixture. Further, 1N hydrochloric acid was added to make the pH of the mixture about 7. The resulting crystals were filtered to give the titled compound (0.93 g). Recrystallization from ethanol gave cr... Reactants: N[C@@H](CCCNC(N)=N)C(=O)O (H-Arg), N(CC(=O)ON1C(=O)CCC1=O)C(=O)OC(C)(C)C (BOC-Gly-OSu). Run in CN(C)C=O (DMF), CN(C)C=O (DMF). The product is N(CC(=O)N[C@@H](CCCNC(N)=N)C(=O)O)C(=O)OC(C)(C)C (BOC-Gly-Arg). The yield is 151.8%. RXN SMILES: [NH2:1][C@H:2]([C:10]([OH:12])=[O:11])[CH2:3][CH2:4][CH2:5][NH:6][C:7](=[NH:9])[NH2:8].[NH:13]([C:25]([O:27][C:28]([CH3:31])([CH3:30])[CH3:29])=[O:26])[CH2:14][C:15](ON1C(=O)CCC1=O)=[O:16]>CN(C=O)C>[NH:13]([C:25]([O:27][C:28]([CH3:31])([CH3:30])[CH3:29])=[O:26])[CH2:14][C:15]([NH:1][C@H:2]([C:10]([OH:12])=[O:11])[CH2:3][CH2:4][CH2:5][NH:6][C:7](=[NH:8])[NH2:9])=[O:16]. Procedure details: After 109.2 g (0.27 mol) of H-Arg-CHA.2HCl was dissolved in 290 ml of DMF, 70.2 ml (0.54 mol) of NEM was added to the solution. Further 81.7 g (0.3 mol) of BOC-Gly-OSu was added thereto at 0° to 5° C. The resulting mixture was reacted at room temperature for 18 hours. After completion of the reaction, DMF was distilled under reduced pressure. The residue was dissolved in 500 ml of MeOH and the solution was reprecipitated in 8 liters of AcOEt. The precipitated crystals were taken by filtration an... Starting materials: CS(C)=O, Fc1cnc(Cl)nc1, [K+], [K+], OCC1CCNCC1, O=C([O-])[O-], O. The product is OCC1CCN(c2ncc(F)cn2)CC1. As a reaction SMILES: [CH3:24][S:25]([CH3:26])=[O:27].[Cl:1][c:2]1[n:3][cH:4][c:5]([F:8])[cH:6][n:7]1.[K+:17].[K+:18].[NH:9]1[CH2:10][CH2:11][CH:12]([CH2:15][OH:16])[CH2:13][CH2:14]1.[O-:19][C:20]([O-:21])=[O:22].[OH2:23]>>[c:2]1([N:9]2[CH2:10][CH2:11][CH:12]([CH2:15][OH:16])[CH2:13][CH2:14]2)[n:3][cH:4][c:5]([F:8])[cH:6][n:7]1.